Dataset: the Open Reaction Database (ORD), a public repository of structured organic reaction records. Task: describe an organic reaction: reactants, conditions, products, and yield Reactants: ON1C(C=2N(C3=CC(=C(C=C13)C(F)(F)F)N1C=NC=C1)C(NN2)=S)=O (5-hydroxy-8-(1H-imidazol-1-yl)-1-thioxo-7-trifluoromethyl[1,2,4]triazolo[4,3-a]quinoxalin-4(5H)-one), C1(=CC=CC=C1)P(C1=CC=CC=C1)C1=CC=CC=C1 (triphenylphosphine). The product is N1(C=NC=C1)C1=C(C=C2NC(C=3N(C2=C1)C(NN3)=S)=O)C(F)(F)F (8-(1H-imidazol-1-yl)-1-thioxo-7-trifluoromethyl[1,2,4]triazolo[4,3-a]quinoxalin-4(5H)-one). Yield: 38.1%. As a reaction SMILES: O[N:2]1[C:11]2[C:6](=[CH:7][C:8]([N:16]3[CH:20]=[CH:19][N:18]=[CH:17]3)=[C:9]([C:12]([F:15])([F:14])[F:13])[CH:10]=2)[N:5]2[C:21](=[S:24])[NH:22][N:23]=[C:4]2[C:3]1=[O:25].C1(P(C2C=CC=CC=2)C2C=CC=CC=2)C=CC=CC=1>>[N:16]1([C:8]2[CH:7]=[C:6]3[C:11]([NH:2][C:3](=[O:25])[C:4]4[N:5]3[C:21](=[S:24])[NH:22][N:23]=4)=[CH:10][C:9]=2[C:12]([F:14])([F:15])[F:13])[CH:20]=[CH:19][N:18]=[CH:17]1. Procedure details: A solution of 250 mg (0.67 mmol) of 5-hydroxy-8-(1H-imidazol-1-yl)-1-thioxo-7-trifluoromethyl[1,2,4]triazolo[4,3-a]quinoxalin-4(5H)-one and 360 mg (1.37 mmol) of triphenylphosphine was stirred at 140° C. for 20 h. The solution was evaporated to dryness, and the solid residue was triturated with small portions of cold dichloromethane to give the crude product. Recrystallization from ethanol gave 90 mg (40%) of pure title compound. M.p.>300° C. Reactants: C1COCCO1, N#CCC1CCC(c2nc(-c3ccc(F)cc3[N+](=O)[O-])c(-c3cccnc3F)[nH]2)CC1, [NH4+], [Na+], [Na+], [OH-], O, O=S([O-])S(=O)[O-]. Product: N#CCC1CCC(c2nc3c([nH]2)-c2cccnc2Nc2cc(F)ccc2-3)CC1. Reaction SMILES: [CH2:1]1[O:2][CH2:3][CH2:4][O:5][CH2:6]1.[F:7][c:8]1[cH:9][c:10]([N+:35]([O-:36])=[O:37])[c:11](-[c:14]2[n:15][c:16]([CH:26]3[CH2:27][CH2:28][CH:29]([CH2:32][C:33]#[N:34])[CH2:30][CH2:31]3)[nH:17][c:18]2-[c:19]2[c:20]([F:25])[n:21][cH:22][cH:23][cH:24]2)[cH:12][cH:13]1.[NH4+:46].[Na+:44].[Na+:45].[OH-:47].[OH2:48].[S:38]([S:39]([O-:40])=[O:41])([O-:42])=[O:43]>>[F:7][c:8]1[cH:9][c:10]2[c:11]([cH:12][cH:13]1)-[c:14]1[n:15][c:16]([CH:26]3[CH2:27][CH2:28][CH:29]([CH2:32][C:33]#[N:34])[CH2:30][CH2:31]3)[nH:17][c:18]1-[c:19]1[c:20]([n:21][cH:22][cH:23][cH:24]1)[NH:35]2. Starting materials: FC1=CC=C(C(=O)C=2C=NC(=NC2)N2CCN(CC2)C(=O)OC(C)(C)C)C=C1 (tert-butyl 4-(5-(4-fluorobenzoyl)pyrimidin-2-yl)piperazine-1-carboxylate), CC(C)(C)[S@](=O)N ((S)-2-methylpropane-2-sulfinamide), resultant solution. Reagents/catalysts: [O-]CC.[Ti+4].[O-]CC.[O-]CC.[O-]CC (titanium ethoxide). Run in C(C)(=O)OCC (ethyl acetate), C([O-])(O)=O.[Na+] (sodium bicarbonate), C1CCOC1 (THF). The product is C(C)(C)(C)[S@](=O)\N=C(/C=1C=NC(=NC1)N1CCN(CC1)C(=O)OC(C)(C)C)\C1=CC=C(C=C1)F ((S,Z)-tert-butyl 4-(5-((tert-butylsulfinylimino)(4-fluorophenyl)methyl)pyrimidin-2-yl)piperazine-1-carboxylate). Yield: 64.8%. Reaction SMILES: [F:1][C:2]1[CH:28]=[CH:27][C:5]([C:6]([C:8]2[CH:9]=[N:10][C:11]([N:14]3[CH2:19][CH2:18][N:17]([C:20]([O:22][C:23]([CH3:26])([CH3:25])[CH3:24])=[O:21])[CH2:16][CH2:15]3)=[N:12][CH:13]=2)=O)=[CH:4][CH:3]=1.[CH3:29][C:30]([S@@:33]([NH2:35])=[O:34])([CH3:32])[CH3:31]>C1COCC1.C(OCC)(=O)C.C(=O)(O)[O-].[Na+].[O-]CC.[Ti+4].[O-]CC.[O-]CC.[O-]CC>[C:30]([S@@:33](/[N:35]=[C:6](/[C:5]1[CH:27]=[CH:28][C:2]([F:1])=[CH:3][CH:4]=1)\[C:8]1[CH:9]=[N:10][C:11]([N:14]2[CH2:19][CH2:18][N:17]([C:20]([O:22][C:23]([CH3:26])([CH3:25])[CH3:24])=[O:21])[CH2:16][CH2:15]2)=[N:12][CH:13]=1)=[O:34])([CH3:32])([CH3:31])[CH3:29] |f:4.5,6.7.8.9.10|. Procedure details: To a solution of tert-butyl 4-(5-(4-fluorobenzoyl)pyrimidin-2-yl)piperazine-1-carboxylate (4.0 g, 10.4 mmol), (S)-2-methylpropane-2-sulfinamide (2.5 g, 20.7 mmol) in THF (60 mL) was added titanium ethoxide (20 mL) at room temperature. The resultant solution was heated at 70° C. overnight. After that, the reaction was cooled to room temperature, diluted with ethyl acetate (200 mL) and saturated aqueous sodium bicarbonate (500 mL). The mixture was filtered through Celite. The filtrate was separate...